This data is from the Open Reaction Database (ORD), a public repository of structured organic reaction records. The task is: describe an organic reaction: reactants, conditions, products, and yield The reactants are Cl.N1CCC(CC1)NC(=O)C1=CNC2=C1N=CN=C2C2=C(C=CC=1OCOC12)OCC1CCC1 (4-(5-cyclobutylmethoxy-benzo[1,3]dioxol-4-yl)-5H-pyrrolo[3,2-d]pyrimidine-7-carboxylic acid piperidin-4-ylamide hydrochloride), ClC(=O)OCC (ethyl chloroformate). The product is C(C)OC(=O)N1CCC(CC1)NC(=O)C1=CNC2=C1N=CN=C2C2=C(C=CC=1OCOC12)OCC1CCC1 (4-({1-[4-(5-Cyclobutylmethoxy-benzo[1,3]dioxol-4-yl)-5H-pyrrolo[3,2-d]pyrimidin-7-yl]-methanoyl}-amino)-piperidine-1-carboxylic acid ethyl ester). As a reaction SMILES: Cl.[NH:2]1[CH2:7][CH2:6][CH:5]([NH:8][C:9]([C:11]2[C:15]3[N:16]=[CH:17][N:18]=[C:19]([C:20]4[C:28]5[O:27][CH2:26][O:25][C:24]=5[CH:23]=[CH:22][C:21]=4[O:29][CH2:30][CH:31]4[CH2:34][CH2:33][CH2:32]4)[C:14]=3[NH:13][CH:12]=2)=[O:10])[CH2:4][CH2:3]1.Cl[C:36]([O:38][CH2:39][CH3:40])=[O:37]>>[CH2:39]([O:38][C:36]([N:2]1[CH2:7][CH2:6][CH:5]([NH:8][C:9]([C:11]2[C:15]3[N:16]=[CH:17][N:18]=[C:19]([C:20]4[C:28]5[O:27][CH2:26][O:25][C:24]=5[CH:23]=[CH:22][C:21]=4[O:29][CH2:30][CH:31]4[CH2:32][CH2:33][CH2:34]4)[C:14]=3[NH:13][CH:12]=2)=[O:10])[CH2:4][CH2:3]1)=[O:37])[CH3:40] |f:0.1|. Procedure: Starting from 4-(5-cyclobutylmethoxy-benzo[1,3]dioxol-4-yl)-5H-pyrrolo[3,2-d]pyrimidine-7-carboxylic acid piperidin-4-ylamide hydrochloride (example A174) and ethyl chloroformate the title compound is obtained as colorless solid. Reactants: C1COCCO1, C=C(OCC)c1ccc2cnc(Cl)cc2c1, Cl. Yields the product CC(=O)c1ccc2cnc(Cl)cc2c1. As a reaction SMILES: [CH2:17]1[O:18][CH2:19][CH2:20][O:21][CH2:22]1.[Cl:1][c:2]1[n:3][cH:4][c:5]2[cH:6][cH:7][c:8]([C:12](=[CH2:13])[O:14][CH2:15][CH3:16])[cH:9][c:10]2[cH:11]1.[ClH:23]>>[Cl:1][c:2]1[n:3][cH:4][c:5]2[cH:6][cH:7][c:8]([C:12]([CH3:13])=[O:14])[cH:9][c:10]2[cH:11]1.